The task is: describe an organic reaction: reactants, conditions, products, and yield. This data is from the Open Reaction Database (ORD), a public repository of structured organic reaction records. Starting materials: CO, CCOCC(CN=[N+]=[N-])NC(=O)OC(C)(C)C. Product: CCOCC(CN)NC(=O)OC(C)(C)C. Reaction SMILES: [CH3:18][OH:19].[N:1](=[N+:2]=[N-:3])[CH2:4][CH:5]([CH2:6][O:7][CH2:8][CH3:9])[NH:10][C:11]([O:12][C:13]([CH3:14])([CH3:15])[CH3:16])=[O:17]>>[NH2:1][CH2:4][CH:5]([CH2:6][O:7][CH2:8][CH3:9])[NH:10][C:11]([O:12][C:13]([CH3:14])([CH3:15])[CH3:16])=[O:17]. The reactants are FC(C(=O)C1=CC=C(C=C1)B1OC(C(O1)(C)C)(C)C)F (2,2-difluoro-1-[4-(4,4,5,5-tetramethyl-1,3,2-dioxaborolan-2-yl)phenyl]ethanone), BrC1=NC=C(C=C1)F (2-bromo-5-fluoropyridine), C([O-])([O-])=O.[Na+].[Na+] (sodium carbonate). The reagents and catalysts are C1=CC=C(C=C1)P([C-]2C=CC=C2)C3=CC=CC=C3.C1=CC=C(C=C1)P([C-]2C=CC=C2)C3=CC=CC=C3.Cl[Pd]Cl.[Fe+2] (Pd(dppf)Cl2). The solvent is CN(C=O)C (N,N-dimethylformamide), O (H2O). Run at temperature 90 celsius, time 8 hour. The product is petroleum ether ethyl acetate, FC(C(=O)C1=CC=C(C=C1)C1=NC=C(C=C1)F)F (2,2-difluoro-1-[4-(5-fluoropyridin-2-yl)phenyl]ethanone). Reaction SMILES: [F:1][CH:2]([F:20])[C:3]([C:5]1[CH:10]=[CH:9][C:8](B2OC(C)(C)C(C)(C)O2)=[CH:7][CH:6]=1)=[O:4].Br[C:22]1[CH:27]=[CH:26][C:25]([F:28])=[CH:24][N:23]=1.C(=O)([O-])[O-].[Na+].[Na+]>CN(C)C=O.O.C1C=CC(P(C2C=CC=CC=2)[C-]2C=CC=C2)=CC=1.C1C=CC(P(C2C=CC=CC=2)[C-]2C=CC=C2)=CC=1.Cl[Pd]Cl.[Fe+2]>[F:20][CH:2]([F:1])[C:3]([C:5]1[CH:6]=[CH:7][C:8]([C:22]2[CH:27]=[CH:26][C:25]([F:28])=[CH:24][N:23]=2)=[CH:9][CH:10]=1)=[O:4] |f:2.3.4,7.8.9.10|. Procedure: Pd(dppf)Cl2 (3.06 g, 4.2 mmol) was added to a degassed, ambient temperature solution of 2,2-difluoro-1-[4-(4,4,5,5-tetramethyl-1,3,2-dioxaborolan-2-yl)phenyl]ethanone (30 g, 84 mmol), 2-bromo-5-fluoropyridine (15 g, 84 mmol) and sodium carbonate (20 g, 189 mmol) in N,N-dimethylformamide (400 mL) and H2O (100 mL). After stirring at 90° C. overnight, the reaction mixture was poured into ice and extracted with diethyl ether. The combined organic extracts were dried (magnesium sulfate), filtered and... Reported procedure: 3-(Dimethylamino)-1-(1H-indol-3-yl)-1-propanone was converted to the methiodide (12.75 g) which was then reacted with imidazole (12.75 g) to give the title compound (4.67 g), m.p. 193°-197°; λmax (EtOH) 242.5 nm (ε11,130), λinf 257.5 nm (ε9,120), λmax 299 nm (ε12,420), identical with the material obtained in Example 2. As a reaction SMILES: [CH3:1][N:2]([CH3:16])[CH2:3][CH2:4][C:5]([C:7]1[C:15]2[C:10](=[CH:11][CH:12]=[CH:13][CH:14]=2)[NH:9][CH:8]=1)=[O:6].[NH:17]1C=CN=[CH:18]1>>[N:2]1([CH2:3][CH2:4][C:5]([C:7]2[C:15]3[C:10](=[CH:11][CH:12]=[CH:13][CH:14]=3)[NH:9][CH:8]=2)=[O:6])[CH:1]=[CH:18][N:17]=[CH:16]1. Starting materials: CN(CCC(=O)C1=CNC2=CC=CC=C12)C (3-(Dimethylamino)-1-(1H-indol-3-yl)-1-propanone), methiodide, N1C=NC=C1 (imidazole). Product: N1(C=NC=C1)CCC(=O)C1=CNC2=CC=CC=C12 (3-(1H-Imidazol-1-yl)-1-(1H-indol-3-yl)-1-propanone). Starting materials: C1CCOC1, CCOC(=O)C1(NC(=O)c2cccc(C)c2OC(C)C)Cc2ccccc2C1, CI, [H-], [Na+]. Product: CCOC(=O)C1(N(C)C(=O)c2cccc(C)c2OC(C)C)Cc2ccccc2C1. Reaction SMILES: [CH2:33]1[O:34][CH2:35][CH2:36][CH2:37]1.[CH2:3]([CH3:4])[O:5][C:6](=[O:7])[C:8]1([NH:17][C:18]([c:19]2[c:20]([O:26][CH:27]([CH3:28])[CH3:29])[c:21]([CH3:25])[cH:22][cH:23][cH:24]2)=[O:30])[CH2:9][c:10]2[cH:11][cH:12][cH:13][cH:14][c:15]2[CH2:16]1.[CH3:31][I:32].[H-:2].[Na+:1]>>[CH2:3]([CH3:4])[O:5][C:6](=[O:7])[C:8]1([N:17]([C:18]([c:19]2[c:20]([O:26][CH:27]([CH3:28])[CH3:29])[c:21]([CH3:25])[cH:22][cH:23][cH:24]2)=[O:30])[CH3:31])[CH2:9][c:10]2[cH:11][cH:12][cH:13][cH:14][c:15]2[CH2:16]1.